This data is from the Open Reaction Database (ORD), a public repository of structured organic reaction records. The task is: describe an organic reaction: reactants, conditions, products, and yield The reactants are Cc1nc(C(=O)Nc2cc(Br)cc3[nH]ncc23)cs1, C1COCCO1, COc1cncc(B2OC(C)(C)C(C)(C)O2)c1, [Na+], [Na+], O=C([O-])[O-], O. Product: COc1cncc(-c2cc(NC(=O)c3csc(C)n3)c3cn[nH]c3c2)c1. RXN SMILES: [Br:1][c:2]1[cH:3][c:4]([NH:11][C:12](=[O:13])[c:14]2[n:15][c:16]([CH3:19])[s:17][cH:18]2)[c:5]2[cH:6][n:7][nH:8][c:9]2[cH:10]1.[CH2:26]1[O:27][CH2:28][CH2:29][O:30][CH2:31]1.[CH3:32][O:33][c:34]1[cH:35][n:36][cH:37][c:38]([B:40]2[O:41][C:42]([CH3:43])([CH3:44])[C:45]([CH3:46])([CH3:47])[O:48]2)[cH:39]1.[Na+:20].[Na+:21].[O-:22][C:23](=[O:24])[O-:25].[OH2:49]>>[c:2]1(-[c:38]2[cH:37][n:36][cH:35][c:34]([O:33][CH3:32])[cH:39]2)[cH:3][c:4]([NH:11][C:12](=[O:13])[c:14]2[n:15][c:16]([CH3:19])[s:17][cH:18]2)[c:5]2[cH:6][n:7][nH:8][c:9]2[cH:10]1. The reactants are BrC1=CC=C(C=C1)Cl (p-bromochlorobenzene), [Mg] (magnesium), [Cl-].[Cd+2].[Cl-] (cadmium chloride), acid, ClC1=CC=C(C=C1)[Mg]Br (p-chlorophenyl magnesium bromide). The solvent is CCOCC (ether), CCOCC (ether). Reaction conditions: time 2 hour. Product: [Cd].ClC1=CC=CC=C1.ClC1=CC=CC=C1 (bis-(p-chlorobenzene) cadmium). Reaction SMILES: Br[C:2]1[CH:7]=[CH:6][C:5]([Cl:8])=[CH:4][CH:3]=1.[Mg].[Cl:10][C:11]1[CH:16]=[CH:15][C:14]([Mg]Br)=[CH:13][CH:12]=1.[Cl-].[Cd+2:20].[Cl-]>CCOCC>[Cd:20].[Cl:8][C:5]1[CH:6]=[CH:7][CH:2]=[CH:3][CH:4]=1.[Cl:10][C:11]1[CH:16]=[CH:15][CH:14]=[CH:13][CH:12]=1 |f:3.4.5,7.8.9|. Reported procedure: A solution of 95 g of p-bromochlorobenzene in 250 cc of ether was added to 15 g of magnesium in 250 cc of ether while maintaining the reaction mixture at reflux. The mixture was stirred for 11/2 hours at room temperature to obtain a solution containing 0.78 mole per liter of p-chlorophenyl magnesium bromide. 17.9 g of cadmium chloride were added to 230 cc of the acid solution and after stirring for 10 minutes, the ether was distilled off while maintaining the volume constant by addition of benze... Reactants: FC1=C(C=C(C=C1)[N+](=O)[O-])C=1OC2=C(N1)C=C(C=C2)C2=CC=CC=C2 (2-(2-fluoro-5-nitrophenyl)-5-phenylbenzoxazole). Run in C(CC)O (propanol). The product is [N+](=O)([O-])C=1C=CC(=C(C1)C=1OC2=C(N1)C=C(C=C2)C2=CC=CC=C2)OCCC (2-(5-Nitro-2-propoxyphenyl)-5-phenylbenzoxazole). As a reaction SMILES: F[C:2]1[CH:7]=[CH:6][C:5]([N+:8]([O-:10])=[O:9])=[CH:4][C:3]=1[C:11]1[O:12][C:13]2[CH:19]=[CH:18][C:17]([C:20]3[CH:25]=[CH:24][CH:23]=[CH:22][CH:21]=3)=[CH:16][C:14]=2[N:15]=1>C(O)CC>[N+:8]([C:5]1[CH:6]=[CH:7][C:2]([O:12][CH2:11][CH2:3][CH3:2])=[C:3]([C:11]2[O:12][C:13]3[CH:19]=[CH:18][C:17]([C:20]4[CH:25]=[CH:24][CH:23]=[CH:22][CH:21]=4)=[CH:16][C:14]=3[N:15]=2)[CH:4]=1)([O-:10])=[O:9]. Procedure details: Prepared by the method of Example 44a), from 2-(2-fluoro-5-nitrophenyl)-5-phenylbenzoxazole (400 mg, 1.2 mmol) in propanol (2 ml) the subtitle compound was obtained (325 mg, 73%). MS 375 m/z (M+H)+. Reactants: [Br-], O=C([O-])[O-], CC(C)CC(C(=O)OCc1ccccc1)C(CC=O)(C(=O)OCc1ccccc1)C(=O)OC(C)(C)C, [K+], [K+], C1CCOC1, c1ccc(CCC[P+](c2ccccc2)(c2ccccc2)c2ccccc2)cc1. The product is CC(C)CC(C(=O)OCc1ccccc1)C(CC=CCCc1ccccc1)(C(=O)OCc1ccccc1)C(=O)OC(C)(C)C. RXN SMILES: [Br-:43].[C:37](=[O:38])([O-:39])[O-:40].[CH:1](=[O:2])[CH2:3][C:4]([CH:5]([CH2:6][CH:7]([CH3:8])[CH3:9])[C:10](=[O:11])[O:12][CH2:13][c:14]1[cH:15][cH:16][cH:17][cH:18][cH:19]1)([C:20](=[O:21])[O:22][CH2:23][c:24]1[cH:25][cH:26][cH:27][cH:28][cH:29]1)[C:30](=[O:31])[O:32][C:33]([CH3:34])([CH3:35])[CH3:36].[K+:41].[K+:42].[O:72]1[CH2:73][CH2:74][CH2:75][CH2:76]1.[c:44]1([CH2:50][CH2:51][CH2:52][P+:53]([c:54]2[cH:55][cH:56][cH:57][cH:58][cH:59]2)([c:60]2[cH:61][cH:62][cH:63][cH:64][cH:65]2)[c:66]2[cH:67][cH:68][cH:69][cH:70][cH:71]2)[cH:45][cH:46][cH:47][cH:48][cH:49]1>>[CH:1]([CH2:3][C:4]([CH:5]([CH2:6][CH:7]([CH3:8])[CH3:9])[C:10](=[O:11])[O:12][CH2:13][c:14]1[cH:15][cH:16][cH:17][cH:18][cH:19]1)([C:20](=[O:21])[O:22][CH2:23][c:24]1[cH:25][cH:26][cH:27][cH:28][cH:29]1)[C:30](=[O:31])[O:32][C:33]([CH3:34])([CH3:35])[CH3:36])=[CH:52][CH2:51][CH2:50][c:44]1[cH:45][cH:46][cH:47][cH:48][cH:49]1. Starting materials: C(C)OC(CN)OCC (2,2-diethoxy ethanamine), C(C)(C)(C)OC(NCCN=C=O)=O ((2-isocyanato-ethyl)-carbamic acid tert-butyl ester). The solvent is C1(=CC=CC=C1)C (toluene). Reaction conditions: time 1 hour. Yields the product C(C)(C)(C)OC(NCCNC(=O)NCC(OCC)OCC)=O ({2-[3-(2,2-Diethoxy-ethyl)-ureido]-ethyl}-carbamic acid tert-butyl ester). Yield: 99.9%. As a reaction SMILES: [CH2:1]([O:3][CH:4]([O:7][CH2:8][CH3:9])[CH2:5][NH2:6])[CH3:2].[C:10]([O:14][C:15](=[O:22])[NH:16][CH2:17][CH2:18][N:19]=[C:20]=[O:21])([CH3:13])([CH3:12])[CH3:11]>C1(C)C=CC=CC=1>[C:10]([O:14][C:15](=[O:22])[NH:16][CH2:17][CH2:18][NH:19][C:20]([NH:6][CH2:5][CH:4]([O:7][CH2:8][CH3:9])[O:3][CH2:1][CH3:2])=[O:21])([CH3:13])([CH3:11])[CH3:12]. Reported procedure: Add 2,2-diethoxy ethanamine (3.33 g, 25.04 mmol) to a solution of (2-isocyanato-ethyl)-carbamic acid tert-butyl ester (3.73 g, 20.03 mmol) in toluene (50 mL). After 1 hour, concentrate the mixture to afford a white solid (6.39 g). 1H NMR (DMSO-d6) δ 6.74 (t, J=5 Hz, 1H), 6.03 (t, J=5.6 Hz, 1H), 5.85 (t, J=5.8 Hz, 1H), 4.39 (t, J=5.4 Hz, 1H), 3.61-3.55 (m, 2H), 3.48-3.42 (m, 2H), 3.06 (t, J=5.7 Hz, 2H), 3.01 (q, J=6.2 Hz, 2H), 2.92 (q, J=6.2 Hz, 2H), 1.37 (s, 9H), 1.11 (t, J=6.4 Hz, 6H).